This data is from the Open Reaction Database (ORD), a public repository of structured organic reaction records. The task is: describe an organic reaction: reactants, conditions, products, and yield Reactants: O (Water), BrC=1C=NN(C1N)C (4-bromo-1-methyl-1H-pyrazol-5-amine), N1=CC=CC=C1 (pyridine), ClC(=O)OCC(Cl)(Cl)Cl (2,2,2-trichloroethyl chloroformate). The solvent is O1CCCC1 (tetrahydrofuran). Conditions: time 2 hour. The product is BrC=1C=NN(C1NC(OCC(Cl)(Cl)Cl)=O)C (2,2,2-Trichloroethyl (4-bromo-1-methyl-1H-pyrazol-5-yl)carbamate). The yield is 29.0%. Reaction SMILES: [Br:1][C:2]1[CH:3]=[N:4][N:5]([CH3:8])[C:6]=1[NH2:7].N1C=CC=CC=1.Cl[C:16]([O:18][CH2:19][C:20]([Cl:23])([Cl:22])[Cl:21])=[O:17].O>O1CCCC1>[Br:1][C:2]1[CH:3]=[N:4][N:5]([CH3:8])[C:6]=1[NH:7][C:16](=[O:17])[O:18][CH2:19][C:20]([Cl:23])([Cl:22])[Cl:21]. Procedure: To a solution of 4-bromo-1-methyl-1H-pyrazol-5-amine (500 mg, 2.84 mmol) and pyridine (0.270 ml, 3.41 mmol) in tetrahydrofuran (9.5 ml) was added 2,2,2-trichloroethyl chloroformate (0.472 ml, 3.41 mmol) with ice-cooling, and the mixture was stirred at room temperature for 2 hours. Water was poured into the reaction solution, and the mixture was extracted with ethyl acetate. The extract was washed with water and dried over anhydrous magnesium sulfate, and the solvent was distilled off under reduc... Starting materials: CC(C)[N-]C(C)C, COC=O, [Li+], C1CCOC1, CCOP(=O)(OCC)c1cccs1. The product is CCOP(=O)(OCC)c1ccc(C=O)s1. Reaction SMILES: [CH3:15][CH:16]([N-:17][CH:18]([CH3:19])[CH3:20])[CH3:21].[CH:22](=[O:23])[O:24][CH3:25].[Li+:14].[O:26]1[CH2:27][CH2:28][CH2:29][CH2:30]1.[s:1]1[c:2]([P:6]([O:7][CH2:8][CH3:9])(=[O:10])[O:11][CH2:12][CH3:13])[cH:3][cH:4][cH:5]1>>[s:1]1[c:2]([P:6]([O:7][CH2:8][CH3:9])(=[O:10])[O:11][CH2:12][CH3:13])[cH:3][cH:4][c:5]1[CH:22]=[O:23]. The reactants are CC(C)([O-])C.[K+] (potassium t-butoxide), Cl.ClCCCC1=CN=CN1CC1=NOC2=C1C=CC=C2 (3-[(5-(3-chloropropyl)-1H-imidazol-1-yl)methyl]-1,2-benzisoxazole hydrochloride), C(C)(=O)O (acetic acid). Run in O1CCCC1 (tetrahydrofuran). The product is C=1N=CN2C1CCCC2C2=NOC1=C2C=CC=C1 (3-(5,6,7,8-tetrahydroimidazo-[1,5-a]-pyridin-5-yl)-1,2-benzisoxazole). Reaction SMILES: Cl.Cl[CH2:3][CH2:4][CH2:5][C:6]1[N:10]([CH2:11][C:12]2[C:16]3[CH:17]=[CH:18][CH:19]=[CH:20][C:15]=3[O:14][N:13]=2)[CH:9]=[N:8][CH:7]=1.CC(C)([O-])C.[K+].C(O)(=O)C>O1CCCC1>[CH:7]1[N:8]=[CH:9][N:10]2[CH:11]([C:12]3[C:16]4[CH:17]=[CH:18][CH:19]=[CH:20][C:15]=4[O:14][N:13]=3)[CH2:3][CH2:4][CH2:5][C:6]=12 |f:0.1,2.3|. Procedure: A suspension of 3-[(5-(3-chloropropyl)-1H-imidazol-1-yl)methyl]-1,2-benzisoxazole hydrochloride (1.9 g, 0.006 mole) in anhydrous tetrahydrofuran (25 mL) is stirred under an atmosphere of nitrogen and cooled in an ice bath during the portionwise addition of solid potassium t-butoxide (1.7 g, 0.015 mole). The reaction mixture is stirred at 0°-5° C. for 3 hours and then acidified by addition of glacial acetic acid (0.5 mL). The solvent is evaporated and the residue is taken up in methylene chloride... The reactants are CCN=C=NCCCN(C)C.Cl (WSC.HCl), C1(=CC=CC=C1)N1N=C(C=C1C1=CC(=CC=C1)CCC)N (1-phenyl-5-(3-propylphenyl)-1H-pyrazol-3-ylamine), C(C)(C)(C)OC(=O)N[C@@H](C(=O)O)CNC(=O)OC(C)(C)C ((R)-2,3-bis-tert-butoxycarbonylaminopropionic acid), C=1C=CC2=C(C1)N=NN2O (HOBt). Run in O (H2O), CN(C)C=O (DMF), O (water). Product: C(C)(C)(C)OC(NC[C@H](C(NC1=NN(C(=C1)C1=CC(=CC=C1)CCC)C1=CC=CC=C1)=O)NC(=O)OC(C)(C)C)=O ({(R)-2-tert-Butoxycarbonylamino-2-[1-phenyl-5-(3-propylphenyl)-1H-pyrazol-3-ylcarbamoyl]-ethyl}carbamic acid tert-butyl ester). Isolated yield 91.5%. Reaction SMILES: [C:1]1([N:7]2[C:11]([C:12]3[CH:17]=[CH:16][CH:15]=[C:14]([CH2:18][CH2:19][CH3:20])[CH:13]=3)=[CH:10][C:9]([NH2:21])=[N:8]2)[CH:6]=[CH:5][CH:4]=[CH:3][CH:2]=1.[C:22]([O:26][C:27]([NH:29][C@H:30]([CH2:34][NH:35][C:36]([O:38][C:39]([CH3:42])([CH3:41])[CH3:40])=[O:37])[C:31](O)=[O:32])=[O:28])([CH3:25])([CH3:24])[CH3:23].C1C=CC2N(O)N=NC=2C=1.CCN=C=NCCCN(C)C.Cl>CN(C=O)C.O>[C:39]([O:38][C:36](=[O:37])[NH:35][CH2:34][C@@H:30]([NH:29][C:27]([O:26][C:22]([CH3:25])([CH3:24])[CH3:23])=[O:28])[C:31](=[O:32])[NH:21][C:9]1[CH:10]=[C:11]([C:12]2[CH:17]=[CH:16][CH:15]=[C:14]([CH2:18][CH2:19][CH3:20])[CH:13]=2)[N:7]([C:1]2[CH:6]=[CH:5][CH:4]=[CH:3][CH:2]=2)[N:8]=1)([CH3:42])([CH3:41])[CH3:40] |f:3.4|. Procedure: To a solution of 1-phenyl-5-(3-propylphenyl)-1H-pyrazol-3-ylamine (177 mg) prepared according to the same procedures as Preparation 8 in DMF (1.8 ml) were added (R)-2,3-bis-tert-butoxycarbonylaminopropionic acid (292 mg), HOBt.H2O (147 mg) and WSC.HCl (184 mg), and the mixture was stirred at room temperature for 2 hours. To this reaction solution were added water and a saturated aqueous solution of sodium hydrogen carbonate, and the mixture was extracted with ethyl acetate. The separated organic...